Dataset: the Open Reaction Database (ORD), a public repository of structured organic reaction records. Task: describe an organic reaction: reactants, conditions, products, and yield The reactants are CNC1=CC2=C(C=C1)N=C3C=CC(=[N+](C)C)C=C3S2.[Cl-] (Azure B), [Cl-].CN(C=1C=C2[S+]=C3C=C(C=CC3=NC2=CC1)NC)C (7-(dimethylamino)-3-(methylamino)phenothiazin-5-ium chloride), C(=O)O (formic acid), N1=CC=CC=C1 (pyridine), C(C)(C)O (isopropyl alcohol). The reagents and catalysts are [Zn] (zinc). Run in CCCCCC (hexane). Run at temperature 90 celsius. Product: CN(C=1C=C2SC=3C=C(C=CC3N(C2=CC1)C=O)N(C)C=O)C (7-(dimethylamino)-3-(N-formyl-N-methylamino)-10-formylphenothiazine). As a reaction SMILES: CNC1C=CC2N=C3C(SC=2C=1)=CC(=[N+](C)C)C=C3.[Cl-].[Cl-].[CH3:22][N:23]([CH3:40])[C:24]1[CH:25]=[C:26]2[C:35](=[CH:36][CH:37]=1)[N:34]=[C:33]1[C:28]([CH:29]=[C:30]([NH:38][CH3:39])[CH:31]=[CH:32]1)=[S+:27]2.[CH:41]([OH:43])=O.N1C=CC=CC=1.[CH:50]([OH:53])(C)C>[Zn].CCCCCC>[CH3:22][N:23]([CH3:40])[C:24]1[CH:25]=[C:26]2[C:35](=[CH:36][CH:37]=1)[N:34]([CH:50]=[O:53])[C:33]1[CH:32]=[CH:31][C:30]([N:38]([CH:41]=[O:43])[CH3:39])=[CH:29][C:28]=1[S:27]2 |f:0.1,2.3|. Procedure: A mixture of 10.0 g of Azure B (Aldrich) 7-(dimethylamino)-3-(methylamino)phenothiazin-5-ium chloride, 75.0 ml of 90 percent formic acid, 5.0 g of zinc dust and 5.0 ml of pyridine was maintained at approximately 90° C. for approximately three hours. The reaction mixture was cooled to room temperature and filtered, saving the filtrate. The filter cake was washed twice, each time with 50.0 ml of acetone, and the washes combined with the filtrate. The combined filtrate and washes was poured into ic... Starting materials: IC1=C(OCCCCCCC(=O)OCC)C(=CC(=C1)I)I (ethyl 7-(2,4,6-triiodophenoxy)heptanoate), [OH-].[Na+] (sodium hydroxide). Run in C(C)O (Ethanol). The product is IC1=C(OCCCCCCC(=O)O)C(=CC(=C1)I)I (7-(2,4,6-triiodophenoxy)heptanoic acid). The yield is 89.0%. Reaction SMILES: [I:1][C:2]1[CH:19]=[C:18]([I:20])[CH:17]=[C:16]([I:21])[C:3]=1[O:4][CH2:5][CH2:6][CH2:7][CH2:8][CH2:9][CH2:10][C:11]([O:13]CC)=[O:12].[OH-].[Na+]>C(O)C>[I:1][C:2]1[CH:19]=[C:18]([I:20])[CH:17]=[C:16]([I:21])[C:3]=1[O:4][CH2:5][CH2:6][CH2:7][CH2:8][CH2:9][CH2:10][C:11]([OH:13])=[O:12] |f:1.2|. Reported procedure: Ethanol (95%, 30 mL) was added with of ethyl 7-(2,4,6-triiodophenoxy)heptanoate (4.0 g) and the mixture was refluxed for dissolution, and the solution was added with sodium hydroxide (0.5 g) and further refluxed for 1.5 hours. The crystals obtained were separated by filtration, washed with ethanol and added with dichloromethane and 1 N hydrochloric acid to conduct extraction twice with dichloromethane. The organic layer was dried over anhydrous magnesium sulfate, and then the solvent was removed... The reactants are CO, Cc1cnc2[nH]c(C(=CC3CCCC3)c3ccc(S(C)(=O)=O)cc3)cc2c1. The product is Cc1cnc2[nH]c(C(CC3CCCC3)c3ccc(S(C)(=O)=O)cc3)cc2c1. As a reaction SMILES: [CH3:28][OH:29].[CH:1]1([CH:6]=[C:7]([c:8]2[cH:9][cH:10][c:11]([S:14](=[O:15])(=[O:16])[CH3:17])[cH:12][cH:13]2)[c:18]2[cH:19][c:20]3[c:21]([n:22][cH:23][c:24]([CH3:26])[cH:25]3)[nH:27]2)[CH2:2][CH2:3][CH2:4][CH2:5]1>>[CH:1]1([CH2:6][CH:7]([c:8]2[cH:9][cH:10][c:11]([S:14](=[O:15])(=[O:16])[CH3:17])[cH:12][cH:13]2)[c:18]2[cH:19][c:20]3[c:21]([n:22][cH:23][c:24]([CH3:26])[cH:25]3)[nH:27]2)[CH2:2][CH2:3][CH2:4][CH2:5]1. Reactants: OC1=C(C(=O)O)C=CC=C1[N+](=O)[O-] (2-hydroxy-3-nitrobenzoic acid), Cl (HCl), C(C)O (ethanol). Run at time 24 hour. Product: C(C)OC(C1=C(C(=CC=C1)[N+](=O)[O-])O)=O (2-hydroxy-3-nitrobenzoic acid ethyl ester). The yield is 86.0%. RXN SMILES: [OH:1][C:2]1[C:10]([N+:11]([O-:13])=[O:12])=[CH:9][CH:8]=[CH:7][C:3]=1[C:4]([OH:6])=[O:5].Cl.[CH2:15](O)[CH3:16]>>[CH2:15]([O:5][C:4](=[O:6])[C:3]1[CH:7]=[CH:8][CH:9]=[C:10]([N+:11]([O-:13])=[O:12])[C:2]=1[OH:1])[CH3:16]. Reported procedure: To a solution of 2-hydroxy-3-nitrobenzoic acid 10.0 g (55 mmol) in ethanol 100 mL was added dropwise 2 mL of conc. HCl, followed by stirring for 24 hrs under reflex. The mixture was cooled to room temperature, concentrated in a vacuum, and diluted with ethyl acetate. This dilution was washed with an aqueous saturated sodium bicarbonate solution and an aqueous saturated NaCl solution, dried over magnesium sulfate and concentrated in a vacuum. The concentrate was purified using column chromatograp... Reactants: C1COCCO1, CN(C)Cc1ccc(N)cc1, CN(C)c1cnc(Cl)nc1N1CCc2nc[nH]c2C1, Cl, CN(C)C=O, O. The product is CN(C)Cc1ccc(Nc2ncc(N(C)C)c(N3CCc4nc[nH]c4C3)n2)cc1. RXN SMILES: [CH2:33]1[O:34][CH2:35][CH2:36][O:37][CH2:38]1.[CH3:22][N:23]([CH3:24])[CH2:25][c:26]1[cH:27][cH:28][c:29]([NH2:32])[cH:30][cH:31]1.[Cl:1][c:2]1[n:3][cH:4][c:5]([N:17]([CH3:18])[CH3:19])[c:6]([N:8]2[CH2:9][c:10]3[c:11]([n:14][cH:15][nH:16]3)[CH2:12][CH2:13]2)[n:7]1.[ClH:21].[O:39]=[CH:40][N:41]([CH3:42])[CH3:43].[OH2:20]>>[c:2]1([NH:32][c:29]2[cH:28][cH:27][c:26]([CH2:25][N:23]([CH3:22])[CH3:24])[cH:31][cH:30]2)[n:3][cH:4][c:5]([N:17]([CH3:18])[CH3:19])[c:6]([N:8]2[CH2:9][c:10]3[c:11]([n:14][cH:15][nH:16]3)[CH2:12][CH2:13]2)[n:7]1. Starting materials: CONS(=O)(=O)c1c(C)nn(C)c1Cl, [H-], O=[N+]([O-])c1ccc(Cl)c([N+](=O)[O-])c1, [Na+], CN(C)C=O, O. Yields the product CON(c1ccc([N+](=O)[O-])cc1[N+](=O)[O-])S(=O)(=O)c1c(C)nn(C)c1Cl. RXN SMILES: [Cl:1][c:2]1[c:3]([S:9](=[O:10])(=[O:11])[NH:12][O:13][CH3:14])[c:4]([CH3:8])[n:5][n:6]1[CH3:7].[H-:28].[N+:15](=[O:16])([O-:17])[c:18]1[c:19]([Cl:27])[cH:20][cH:21][c:22]([N+:24](=[O:25])[O-:26])[cH:23]1.[Na+:29].[O:31]=[CH:32][N:33]([CH3:34])[CH3:35].[OH2:30]>>[Cl:1][c:2]1[c:3]([S:9](=[O:10])(=[O:11])[N:12]([O:13][CH3:14])[c:19]2[c:18]([N+:15](=[O:16])[O-:17])[cH:23][c:22]([N+:24](=[O:25])[O-:26])[cH:21][cH:20]2)[c:4]([CH3:8])[n:5][n:6]1[CH3:7]. The reactants are C1(=CC=C(C=C1)N(N)CCC=1C=CC(=NC1)C(F)(F)F)C (5-(2-(1-p-Tolylhydrazinyl)ethyl)-2-(trifluoromethyl)pyridine), Cl.O.N1CCC(CC1)=O (4-piperidone hydrate hydrochloride). The reagents and catalysts are C(=O)(C(F)(F)F)O (TFA). Run in O1CCOCC1 (1,4-dioxane), C(=O)(O)[O-].[Na+] (NaHCO3). Conditions: temperature 100 celsius. The product is CC1=CC=2C3=C(N(C2C=C1)CCC=1C=NC(=CC1)C(F)(F)F)CCNC3 (8-methyl-5-(2-(6-(trifluoromethyl)pyridin-3-yl)ethyl)-2,3,4,5-tetrahydro-1H-pyrido[4,3-b]indole). As a reaction SMILES: [C:1]1([CH3:21])[CH:6]=[CH:5][C:4]([N:7]([CH2:9][CH2:10][C:11]2[CH:12]=[CH:13][C:14]([C:17]([F:20])([F:19])[F:18])=[N:15][CH:16]=2)N)=[CH:3][CH:2]=1.Cl.O.[NH:24]1[CH2:29][CH2:28][C:27](=O)[CH2:26][CH2:25]1>O1CCOCC1.C(O)(C(F)(F)F)=O.C([O-])(O)=O.[Na+]>[CH3:21][C:1]1[CH:6]=[CH:5][C:4]2[N:7]([CH2:9][CH2:10][C:11]3[CH:16]=[N:15][C:14]([C:17]([F:20])([F:19])[F:18])=[CH:13][CH:12]=3)[C:27]3[CH2:28][CH2:29][NH:24][CH2:25][C:26]=3[C:3]=2[CH:2]=1 |f:1.2.3,6.7|. Reported procedure: 5-(2-(1-p-Tolylhydrazinyl)ethyl)-2-(trifluoromethyl)pyridine (88 mg, 0.29 mmol) was dissolved in 1,4-dioxane (2 mL) and 4-piperidone hydrate hydrochloride was added with one drop of TFA. The reaction mixture became acidic. The mixture was heated at 100° C. for 2 h. The reaction was monitored by TLC and LCMS. After completion of reaction, the mixture was diluted with sat. NaHCO3 solution and extracted with EtOAc. The organic extracts were dried over anhydrous sodium sulfate and concentrated. The ...